From a dataset of the Open Reaction Database (ORD), a public repository of structured organic reaction records. describe an organic reaction: reactants, conditions, products, and yield Reactants: CC(C(=O)O)N1CCN(CCN(CCN(CC1)CC(=O)O)C(C(=O)O)C)C(C(=O)O)C (α,α',α"-tris(methyl)-1,4,7,10-tetraazacyclododecane--1,4,7,10-tetraacetic acid), C1(=CC=CC=C1)COCC(C(=O)O)N1CCN(CCN(CCN(CC1)CC(=O)O)C(C(=O)O)COCC1=CC=CC=C1)C(C(=O)O)COCC1=CC=CC=C1 (α,α',α"-tris[(phenylmethoxy)methyl)-1,4,7,10-tetraazacyclododecane-1,4,7,10-tetraacetic acid). Yields the product OCC(C(=O)O)N1CCN(CCN(CCN(CC1)CC(=O)O)C(C(=O)O)CO)C(C(=O)O)CO (α,α',α"-tris(hydroxymethyl)-1,4,7,10-tetraazacyclododecane-1,4,7,10-tetraacetic acid). RXN SMILES: CC(N1CCN(CC(O)=O)CCN(C(C)C(O)=O)CCN(C(C)C(O)=O)CC1)C(O)=O.C1(C[O:39][CH2:40][CH:41]([N:45]2[CH2:56][CH2:55][N:54]([CH2:57][C:58]([OH:60])=[O:59])[CH2:53][CH2:52][N:51]([CH:61]([CH2:65][O:66]CC3C=CC=CC=3)[C:62]([OH:64])=[O:63])[CH2:50][CH2:49][N:48]([CH:74]([CH2:78][O:79]CC3C=CC=CC=3)[C:75]([OH:77])=[O:76])[CH2:47][CH2:46]2)[C:42]([OH:44])=[O:43])C=CC=CC=1>>[OH:66][CH2:65][CH:61]([N:51]1[CH2:52][CH2:53][N:54]([CH2:57][C:58]([OH:60])=[O:59])[CH2:55][CH2:56][N:45]([CH:41]([CH2:40][OH:39])[C:42]([OH:44])=[O:43])[CH2:46][CH2:47][N:48]([CH:74]([CH2:78][OH:79])[C:75]([OH:77])=[O:76])[CH2:49][CH2:50]1)[C:62]([OH:64])=[O:63]. Reported procedure: By way of example of the huge potentialities given by this synthetic route, the synthesis of the novel compound, α,α',α"-tris(methyl)-1,4,7,10-tetraazacyclododecane--1,4,7,10-tetraacetic acid, is reported in Experimental section: ##STR12## as well as that of α,α',α"-tris[(phenylmethoxy)methyl)-1,4,7,10-tetraazacyclododecane-1,4,7,10-tetraacetic acid ##STR13## which, by catalytic hydrogenation, as described in example 6 of the cited Patent, yields α,α',α"-tris(hydroxymethyl)-1,4,7,10-tetraazacycl... Starting materials: ClCCCCOC=1C=CC2=C(C(OC(N2)=O)(C)C)C1 (6-(4-chlorobutoxy)-4,4-dimethyl-4H-3,1-benzoxazin-2-one), CC1=NC(=NC(=C1)C)S (4,6-dimethyl-2-mercapto-pyrimidine). Product: CC1=NC(=NC(=C1)C)SCCCCOC=1C=CC2=C(C(OC(N2)=O)(C)C)C1 (6-[4-(4,6-Dimethyl-2-pyrimidinylmercapto)-butoxy]-4,4-dimethyl-4H-3,1-benzoxazin-2-one). As a reaction SMILES: Cl[CH2:2][CH2:3][CH2:4][CH2:5][O:6][C:7]1[CH:8]=[CH:9][C:10]2[NH:15][C:14](=[O:16])[O:13][C:12]([CH3:18])([CH3:17])[C:11]=2[CH:19]=1.[CH3:20][C:21]1[CH:26]=[C:25]([CH3:27])[N:24]=[C:23]([SH:28])[N:22]=1>>[CH3:20][C:21]1[CH:26]=[C:25]([CH3:27])[N:24]=[C:23]([S:28][CH2:2][CH2:3][CH2:4][CH2:5][O:6][C:7]2[CH:8]=[CH:9][C:10]3[NH:15][C:14](=[O:16])[O:13][C:12]([CH3:18])([CH3:17])[C:11]=3[CH:19]=2)[N:22]=1. Reported procedure: Prepared analogously to Example 1 from 6-(4-chlorobutoxy)-4,4-dimethyl-4H-3,1-benzoxazin-2-one and 4,6-dimethyl-2-mercapto-pyrimidine. The reactants are C(=O)(C(F)(F)F)O (TFA), C(C)(C)(C)OC(CNC1=CC=C(C=C1)C)=O (p-tolylamino-acetic acid tert-butyl ester), O (Water). Product: C1(=CC=C(C=C1)NCC(=O)O)C (p-Tolylamino-acetic acid). The solvent is C(Cl)Cl (DCM). As a reaction SMILES: C([O:5][C:6](=[O:16])[CH2:7][NH:8][C:9]1[CH:14]=[CH:13][C:12]([CH3:15])=[CH:11][CH:10]=1)(C)(C)C.C(O)(C(F)(F)F)=O.O>C(Cl)Cl>[C:12]1([CH3:15])[CH:13]=[CH:14][C:9]([NH:8][CH2:7][C:6]([OH:16])=[O:5])=[CH:10][CH:11]=1. Reaction conditions: time 4 day. Reported procedure: A solution of crude p-tolylamino-acetic acid tert-butyl ester (200 mmol) in DCM (600 mL) was cooled to 0° C. and treated with TFA (150 mL). The reaction mixture was allowed to reach RT and stirred for 4 d. Water (200 mL) was added, the layers were separated and the aqueous layer was extracted with DCM (4×200 mL). The aqueous layer was adjusted to pH 8 by addition of saturated NaHCO3 solution and extracted with ethyl acetate (4×200 mL). The combined organic layers were dried with Na2SO4 and the s... The yield is 54.5%. The reactants are C (charcoal), CC(C)(C)C=1C=CC(=CC1)S(=O)(=O)NC=2C(=C(N=C(N2)C=3N=CC=CN3)OCCO)OC=4C=CC=CC4OC (Bosentan), O (water). Solvent: C(C)O (ethanol). Reaction conditions: time 20 minute. Product: CC(C)(C)C1=CC=C(C=C1)S(=O)(=O)NC2=C(C(=NC(=N2)C3=NC=CC=N3)OCCO)OC4=CC=CC=C4OC.O (Bosentan monohydrate). Isolated yield 68.7%. RXN SMILES: [CH3:1][C:2]([C:5]1[CH:6]=[CH:7][C:8]([S:11]([NH:14][C:15]2[C:16]([O:31][C:32]3[CH:33]=[CH:34][CH:35]=[CH:36][C:37]=3[O:38][CH3:39])=[C:17]([O:27][CH2:28][CH2:29][OH:30])[N:18]=[C:19]([C:21]3[N:22]=[CH:23][CH:24]=[CH:25][N:26]=3)[N:20]=2)(=[O:13])=[O:12])=[CH:9][CH:10]=1)([CH3:4])[CH3:3].C.[OH2:41]>C(O)C>[CH3:4][C:2]([C:5]1[CH:6]=[CH:7][C:8]([S:11]([NH:14][C:15]2[N:20]=[C:19]([C:21]3[N:22]=[CH:23][CH:24]=[CH:25][N:26]=3)[N:18]=[C:17]([O:27][CH2:28][CH2:29][OH:30])[C:16]=2[O:31][C:32]2[C:37]([O:38][CH3:39])=[CH:36][CH:35]=[CH:34][CH:33]=2)(=[O:12])=[O:13])=[CH:9][CH:10]=1)([CH3:1])[CH3:3].[OH2:41] |f:4.5|. Reported procedure: The wet Bosentan was dissolved in ethanol (4.4 lit) at 50° C. to 55° C. and decolorized with activated charcoal. The solution was heated at 50° C. to 55° C. To this solution, water (4.4 lit) was added and was stirred for 20 min. The solution was cooled to 25° C. to 30° C. and was maintained at same temperature for 60 min. The crystalline solid obtained was filtered, washed with chilled ethanol, and dried under vacuum (650-700 mm/Hg) at 35° C. to 40° C. to afford 2.20 kg [68.7% yield] of Bosentan... Starting materials: [Cl-].[Al+3].[Cl-].[Cl-] (aluminum chloride), C1(=CC=CC=C1)C (toluene), C(C)(=O)OC(C)=O (acetic anhydride). Solvent: C(=S)=S (carbon disulfide). Product: C1(=CC=C(C=C1)C(C)=O)C (1-p-tolyl-ethanone). The yield is 84.1%. As a reaction SMILES: [Cl-].[Al+3].[Cl-].[Cl-].[C:5]1([CH3:11])[CH:10]=[CH:9][CH:8]=[CH:7][CH:6]=1.[C:12](OC(=O)C)(=[O:14])[CH3:13]>C(=S)=S>[C:5]1([CH3:11])[CH:10]=[CH:9][C:8]([C:12](=[O:14])[CH3:13])=[CH:7][CH:6]=1 |f:0.1.2.3|. Reported procedure: Anhydrous aluminum chloride (89.6 g, 0.67 mol) was added to a solution of toluene (28.5 g, 0.31 mol) in 120 mL of dry carbon disulfide. The mixture was heated to reflux and acetic anhydride (24.5 g, 0.24 mol) was added over one hour. Heating was continued for an additional hour. The solvent was removed by distillation. The reaction mixture was cooled and slowly poured into a well-stirred mixture of ice and hydrochloric acid. The mixture was extracted several times with ether. The combined extrac...